From a dataset of the Open Reaction Database (ORD), a public repository of structured organic reaction records. describe an organic reaction: reactants, conditions, products, and yield The reactants are N(C(=O)C)C1=C2CC[C@H]3[C@@H]4CCC([C@@]4(C)CC[C@@H]3[C@]2(C=CC1=O)C)=O (4-acetamino-androsta-1,4-diene-3,17-dione), BrN1C(CCC1=O)=O (N-bromosuccinimide), C(C1=CC=CC=C1)(=O)OOC(C1=CC=CC=C1)=O (benzoyl peroxide), 6α- and 6α-bromoacetamino-androsta-1,4-diene-3,17-dione. Solvent: C(Cl)(Cl)(Cl)Cl (CCl4). The product is Br[C@@H]1C[C@H]2[C@@H]3CCC([C@@]3(C)CC[C@@H]2[C@]2(C=CC(C(=C12)NC(=O)C)=O)C)=O (6β-bromo-4-acetamino-androsta-1,4-diene-3,17-dione). The yield is 90.0%. RXN SMILES: [NH:1]([C:5]1[C:22](=[O:23])[CH:21]=[CH:20][C@@:19]2([CH3:24])[C:6]=1[CH2:7][CH2:8][C@@H:9]1[C@@H:18]2[CH2:17][CH2:16][C@@:14]2([CH3:15])[C@H:10]1[CH2:11][CH2:12][C:13]2=[O:25])[C:2]([CH3:4])=[O:3].[Br:26]N1C(=O)CCC1=O.C(OOC(=O)C1C=CC=CC=1)(=O)C1C=CC=CC=1>C(Cl)(Cl)(Cl)Cl>[Br:26][C@H:7]1[C:6]2[C@:19]([CH3:24])([CH:20]=[CH:21][C:22](=[O:23])[C:5]=2[NH:1][C:2]([CH3:4])=[O:3])[C@@H:18]2[C@H:9]([C@H:10]3[C@@:14]([CH2:16][CH2:17]2)([CH3:15])[C:13](=[O:25])[CH2:12][CH2:11]3)[CH2:8]1. Procedure: To a solution of 4-acetamino-androsta-1,4-diene-3,17-dione (3.404 g, 10 mmol) in CCl4 (250 ml) were added N-bromosuccinimide (2.850 g, 16 mmol) and benzoyl peroxide (0.121 g, 0.5 mmol). The solution was heated under reflux for 1 h and then filtered to remove any insoluble material. The filtrate was washed with 5% NaHCO3 solution and with water and the organic phase evaporated to dryness under reduced pressure. The residue was triturated with a small amount of 95% EtOH to give mixture of crude 6α... The reactants are [Li+].[OH-] (LiOH), C\C(=C/C(=O)OCC)\CCC\C=C/C\C=C/C\C=C/C\C=C/C\C=C/CC (ethyl (2E,7Z,10Z,13Z,16Z,19Z)-3-methyl-docosa-2,7,10,13,16,19-hexaenoate), Cl (hydrochloric acid). Run in O (water), CO (methanol). Conditions: temperature 50 celsius. Product: C\C(=C/C(=O)O)\CCC\C=C/C\C=C/C\C=C/C\C=C/C\C=C/CC ((2E,7Z,10Z,13Z,16Z,19Z)-3-methyl-docosa-2,7,10,13,16,19-hexaenoic acid). RXN SMILES: [CH3:1]/[C:2](/[CH2:9][CH2:10][CH2:11]/[CH:12]=[CH:13]\[CH2:14]/[CH:15]=[CH:16]\[CH2:17]/[CH:18]=[CH:19]\[CH2:20]/[CH:21]=[CH:22]\[CH2:23]/[CH:24]=[CH:25]\[CH2:26][CH3:27])=[CH:3]\[C:4]([O:6]CC)=[O:5].[Li+].[OH-].Cl>CO.O>[CH3:1]/[C:2](/[CH2:9][CH2:10][CH2:11]/[CH:12]=[CH:13]\[CH2:14]/[CH:15]=[CH:16]\[CH2:17]/[CH:18]=[CH:19]\[CH2:20]/[CH:21]=[CH:22]\[CH2:23]/[CH:24]=[CH:25]\[CH2:26][CH3:27])=[CH:3]\[C:4]([OH:6])=[O:5] |f:1.2|. Procedure: Ethyl (2E,7Z,10Z,13Z,16Z,19Z)-3-methyl-docosa-2,7,10,13,16,19-hexaenoate (3) was dissolved in methanol (9 ml) and added LiOH (220 mg, 4.89 mmol) in water (3 ml) and the mixture was heated at 50° C. for 2 hrs. The mixture was cooled, and diluted hydrochloric acid was added to pH 2. Extraction with diethylether, drying (MgSO4) and evaporation of solvents under reduced pressure afforded the acid 4. The acid was purified by flash chromatography on silica gel (8:2 hexane-EtOAc); δH(300 MHz) 0.95 (t, ...